The task is: describe an organic reaction: reactants, conditions, products, and yield. This data is from the Open Reaction Database (ORD), a public repository of structured organic reaction records. Reactants: ClC=1C2=C(N=C(N1)N)OCC2 (4-chloro-5,6-dihydrofuro[2,3-d]pyrimidin-2-amine), C[O-].[Na+] (sodium methoxide). Run in CO (methanol). Yields the product COC=1C2=C(N=C(N1)N)OCC2 (5,6-dihydro-4-methoxyfuro[2,3-d]pyrimidin-2-amine). Isolated yield 76.0%. Reaction SMILES: Cl[C:2]1[C:3]2[CH2:11][CH2:10][O:9][C:4]=2[N:5]=[C:6]([NH2:8])[N:7]=1.[CH3:12][O-:13].[Na+]>CO>[CH3:12][O:13][C:2]1[C:3]2[CH2:11][CH2:10][O:9][C:4]=2[N:5]=[C:6]([NH2:8])[N:7]=1 |f:1.2|. Procedure details: To a suspension of 27 g of 4-chloro-5,6-dihydrofuro[2,3-d]pyrimidin-2-amine in 500 ml of anhydrous methanol was added 22 g of sodium methoxide and the mixture was heated to reflux (66°) for 5.5 hours. The solvent was then removed under reduced pressure and the residue triturated with water (500 ml) then filtered and rinsed well with water. The solid was air dried to give 20 g of 5,6-dihydro-4-methoxyfuro[2,3-d]pyrimidin-2-amine, m.p. 172°-177°. Two triplet absorptions at 3.42 and 5.02 ppm and a ... Starting materials: C[Si](C)(C)C=[N+]=[N-], CO, ClCCl, Nc1cc(C(=O)O)ccc1[N+](=O)[O-]. Yields the product COC(=O)c1ccc([N+](=O)[O-])c(N)c1. Reaction SMILES: [CH3:1][Si:2]([CH:3]=[N+:4]=[N-:5])([CH3:6])[CH3:7].[CH3:24][OH:25].[Cl:21][CH2:22][Cl:23].[NH2:8][c:9]1[cH:10][c:11]([C:12](=[O:13])[OH:14])[cH:15][cH:16][c:17]1[N+:18](=[O:19])[O-:20]>>[CH3:1][O:14][C:12]([c:11]1[cH:10][c:9]([NH2:8])[c:17]([N+:18](=[O:19])[O-:20])[cH:16][cH:15]1)=[O:13].